Task: describe an organic reaction: reactants, conditions, products, and yield. Dataset: the Open Reaction Database (ORD), a public repository of structured organic reaction records Starting materials: NC1=C(C=C(C=C1)C1=NOC(=C1)C(=O)OCC)C (Ethyl 3-(4-amino-3-methylphenyl)isoxazole-5-carboxylate), FC1=C(C=CC(=C1)F)N=C=O (2,4-difluoro phenyl isocyanate). Run in O1CCCC1 (tetrahydrofuran). Yields the product FC1=C(C=CC(=C1)F)NC(NC1=C(C=C(C=C1)C1=NOC(=C1)C(=O)OCC)C)=O (Ethyl 3-(4-(3-(2,4-difluorophenyl)ureido)-3-methylphenyl)isoxazole-5-carboxylate). Yield: 75.0%. RXN SMILES: [NH2:1][C:2]1[CH:7]=[CH:6][C:5]([C:8]2[CH:12]=[C:11]([C:13]([O:15][CH2:16][CH3:17])=[O:14])[O:10][N:9]=2)=[CH:4][C:3]=1[CH3:18].[F:19][C:20]1[CH:25]=[C:24]([F:26])[CH:23]=[CH:22][C:21]=1[N:27]=[C:28]=[O:29]>O1CCCC1>[F:19][C:20]1[CH:25]=[C:24]([F:26])[CH:23]=[CH:22][C:21]=1[NH:27][C:28](=[O:29])[NH:1][C:2]1[CH:7]=[CH:6][C:5]([C:8]2[CH:12]=[C:11]([C:13]([O:15][CH2:16][CH3:17])=[O:14])[O:10][N:9]=2)=[CH:4][C:3]=1[CH3:18]. Procedure details: Ethyl 3-(4-amino-3-methylphenyl)isoxazole-5-carboxylate (1.0 equiv.), 2,4-difluoro phenyl isocyanate (1.2 equiv.) and tetrahydrofuran in a round-bottom flask was stirred at room temperature for 48 hours. The solid precipitate was filtered and washed with a minimum quantity of THF and dried in vacuo to afford the title compound as a white solid (75%); 1H NMR (300 MHz, DMSO-d6) δ: 1.29-1.34 (t, J=7.0 Hz, 3H), 2.29 (s, 3H), 4.32-4.39 (q, 2H), 7.00-7.05 (m, 1H), 7.26-7.33 (m, 1H), 7.72-7.75 (d, J=8.... Yields the product CC(C)(C)OC(=O)N1CCC(n2cc(Br)c3c(N)ncnc32)CC1. RXN SMILES: [Br:1][c:2]1[cH:3][n:4]([CH:12]2[CH2:13][CH2:14][N:15]([C:18](=[O:19])[O:20][C:21]([CH3:22])([CH3:23])[CH3:24])[CH2:16][CH2:17]2)[c:5]2[n:6][cH:7][n:8][c:9]([Cl:11])[c:10]12.[CH2:27]1[O:28][CH2:29][CH2:30][O:31][CH2:32]1.[NH4+:25].[OH-:26]>>[Br:1][c:2]1[cH:3][n:4]([CH:12]2[CH2:13][CH2:14][N:15]([C:18](=[O:19])[O:20][C:21]([CH3:22])([CH3:23])[CH3:24])[CH2:16][CH2:17]2)[c:5]2[n:6][cH:7][n:8][c:9]([NH2:25])[c:10]12. Reactants: CC(C)(C)OC(=O)N1CCC(n2cc(Br)c3c(Cl)ncnc32)CC1, C1COCCO1, [NH4+], [OH-]. Reactants: C(C)(C)(C)OC(=O)N[C@@H]1CN(CC1)S(=O)(=O)C=1C=2C(=CN=CC2C=CC1)Br ((S)-3-(tert-Butoxycarbonylamino)-1-(4-bromo-5-isoquinolinesulfonyl)pyrrolidine), C[O-].[Na+] (sodium methylate), O (water), C(C)(=O)OCC (ethyl acetate). The reagents and catalysts are [Cu](I)I (copper iodide). The solvent is CO (methanol), N1=CC=CC=C1 (pyridine), CO (methanol). The product is C(C)(C)(C)OC(=O)N[C@@H]1CN(CC1)S(=O)(=O)C=1C=2C(=CN=CC2C=CC1)OC ((S)-3-(tert-Butoxycarbonylamino)-1-(4-methoxy-5-isoquinolinesulfonyl)pyrrolidine). As a reaction SMILES: [C:1]([O:5][C:6]([NH:8][C@H:9]1[CH2:13][CH2:12][N:11]([S:14]([C:17]2[C:18]3[C:19](Br)=[CH:20][N:21]=[CH:22][C:23]=3[CH:24]=[CH:25][CH:26]=2)(=[O:16])=[O:15])[CH2:10]1)=[O:7])([CH3:4])([CH3:3])[CH3:2].C[O-].[Na+].O.[C:32](OCC)(=[O:34])C>CO.N1C=CC=CC=1.[Cu](I)I>[C:1]([O:5][C:6]([NH:8][C@H:9]1[CH2:13][CH2:12][N:11]([S:14]([C:17]2[C:18]3[C:19]([O:34][CH3:32])=[CH:20][N:21]=[CH:22][C:23]=3[CH:24]=[CH:25][CH:26]=2)(=[O:16])=[O:15])[CH2:10]1)=[O:7])([CH3:4])([CH3:3])[CH3:2] |f:1.2|. Reported procedure: A solution of Intermediate 1a (337 mg) obtained in Example 1-1, Step A in methanol (2.7 ml) and pyridine (2.7 ml) was added with a solution of 28% sodium methylate (847 mg) in methanol, and then with copper iodide (70 mg), and the mixture was stirred at 65° C. for 30 hours. The reaction mixture was cooled to room temperature, and added with water (30 ml) and ethyl acetate (30 ml), and the insoluble solids were removed by filtration through Celite. The organic layer of the filtrate was separated,... Starting materials: C[Si](C)(C)I, CC#N, CCOC(C)=O, C[Si](C)(C)Cl, ClCCl, OC(c1ccc(F)cc1)c1cncs1, [I-], [Na+], [Na+], [OH-]. As a reaction SMILES: [CH3:15][Si:16]([I:17])([CH3:18])[CH3:19].[CH3:29][C:30]#[N:31].[CH3:35][CH2:36][O:37][C:38]([CH3:39])=[O:40].[Cl:22][Si:23]([CH3:24])([CH3:25])[CH3:26].[Cl:32][CH2:33][Cl:34].[F:1][c:2]1[cH:3][cH:4][c:5]([CH:8]([OH:9])[c:10]2[cH:11][n:12][cH:13][s:14]2)[cH:6][cH:7]1.[I-:21].[Na+:20].[Na+:28].[OH-:27]>>[F:1][c:2]1[cH:3][cH:4][c:5]([CH2:8][c:10]2[cH:11][n:12][cH:13][s:14]2)[cH:6][cH:7]1. The product is Fc1ccc(Cc2cncs2)cc1.